Dataset: the Open Reaction Database (ORD), a public repository of structured organic reaction records. Task: describe an organic reaction: reactants, conditions, products, and yield The reactants are COc1ccc(CCN)cc1OC, COC(=O)CCc1ccc(C(F)(F)F)cc1, C[O-], CO, Cc1ccccc1, [Na+]. Yields the product COc1ccc(CCNC(=O)CCc2ccc(C(F)(F)F)cc2)cc1OC. RXN SMILES: [CH3:17][O:18][c:19]1[cH:20][c:21]([CH2:27][CH2:28][NH2:29])[cH:22][cH:23][c:24]1[O:25][CH3:26].[CH3:1][O:2][C:3]([CH2:4][CH2:5][c:6]1[cH:7][cH:8][c:9]([C:12]([F:13])([F:14])[F:15])[cH:10][cH:11]1)=[O:16].[CH3:30][O-:31].[CH3:33][OH:34].[CH3:35][c:36]1[cH:37][cH:38][cH:39][cH:40][cH:41]1.[Na+:32]>>[C:3]([CH2:4][CH2:5][c:6]1[cH:7][cH:8][c:9]([C:12]([F:13])([F:14])[F:15])[cH:10][cH:11]1)(=[O:16])[NH:29][CH2:28][CH2:27][c:21]1[cH:20][c:19]([O:18][CH3:17])[c:24]([O:25][CH3:26])[cH:23][cH:22]1. Starting materials: FC(C=1C=C(C=CC1)N=C=O)(F)F (3-trifluoromethylphenylisocyanate), [Na].[Na].P(=O)(O)(O)C1=C(N)C=CC(=C1)Br (2-Phosphono-4-bromoaniline disodium salt). The solvent is CS(=O)C (DMSO). Run at temperature 65 celsius, time 3 hour. Yields the product [Na].[Na].P(=O)(O)(O)C1=C(C=CC(=C1)Br)NC(=O)NC1=CC(=CC(=C1)C(F)(F)F)C(F)(F)F (1-(2-phosphono-4-bromophenyl)-3-(3,5-bistrifluoromethylphenyl)urea disodium salt). RXN SMILES: [F:1][C:2]([F:13])([F:12])[C:3]1[CH:4]=[C:5]([N:9]=[C:10]=[O:11])[CH:6]=[CH:7][CH:8]=1.[Na:14].[Na].[P:16]([C:20]1[CH:26]=[C:25]([Br:27])[CH:24]=[CH:23][C:21]=1[NH2:22])([OH:19])([OH:18])=[O:17]>CS(C)=O>[Na:14].[Na:14].[P:16]([C:20]1[CH:26]=[C:25]([Br:27])[CH:24]=[CH:23][C:21]=1[NH:22][C:10]([NH:9][C:5]1[CH:4]=[C:3]([C:2]([F:12])([F:13])[F:1])[CH:8]=[C:7]([C:2]([F:13])([F:12])[F:1])[CH:6]=1)=[O:11])([OH:18])([OH:19])=[O:17] |f:1.2.3,5.6.7,^1:13,14,31,32|. Procedure details: To a 30 mL vial containing a stirring bar DMSO-D6 (0.5 mL), pyridine-D5 (1 drop), 3-trifluoromethylphenylisocyanate (14 mg, 0.080 mol) and 2-Phosphono-4-bromoaniline disodium salt (10 mg, 0.036 mmol) were added. The resulting mixture was stirred at 65° C. for 3 hours, resulting in a DMSO solution of the desired urea. Reactants: NC1CCCCCCCCCCC1, COC(=O)c1cc(Cl)ccc1NC(=O)CSCC(=O)O. Yields the product COC(=O)c1cc(Cl)ccc1NC(=O)CSCC(=O)NC1CCCCCCCCCCC1. As a reaction SMILES: [CH:1]1([NH2:13])[CH2:2][CH2:3][CH2:4][CH2:5][CH2:6][CH2:7][CH2:8][CH2:9][CH2:10][CH2:11][CH2:12]1.[Cl:14][c:15]1[cH:16][c:17]([C:30](=[O:31])[O:32][CH3:33])[c:18]([NH:21][C:22]([CH2:23][S:24][CH2:25][C:26](=[O:27])[OH:28])=[O:29])[cH:19][cH:20]1>>[CH:1]1([NH:13][C:26]([CH2:25][S:24][CH2:23][C:22]([NH:21][c:18]2[c:17]([C:30](=[O:31])[O:32][CH3:33])[cH:16][c:15]([Cl:14])[cH:20][cH:19]2)=[O:29])=[O:27])[CH2:2][CH2:3][CH2:4][CH2:5][CH2:6][CH2:7][CH2:8][CH2:9][CH2:10][CH2:11][CH2:12]1. Starting materials: C1(CCCC1)N([C@H]1CN(CC1)C(=O)OC(C)(C)C)CC#C ((R)-tert-butyl 3-(cyclopentyl(prop-2-ynyl)amino)pyrrolidine-1-carboxylate), Cl (HCl), ClC=1C2=C(N=CN1)NC=C2 (4-chloro-7H-pyrrolo[2,3-d]pyrimidine), CCN(C(C)C)C(C)C (DIPEA). Yields the product C1(CCCC1)N([C@H]1CN(CC1)C=1C2=C(N=CN1)NC=C2)CC#C ((R)—N-cyclopentyl-N-(prop-2-ynyl)-1-(7H-pyrrolo[2,3-d]pyrimidin-4-yl)pyrrolidin-3-amine). RXN SMILES: [CH:1]1([N:6]([CH2:19][C:20]#[CH:21])[C@@H:7]2[CH2:11][CH2:10][N:9]([C:12](OC(C)(C)C)=O)[CH2:8]2)[CH2:5][CH2:4][CH2:3][CH2:2]1.Cl.ClC1[C:25]2[CH:32]=[CH:31][NH:30][C:26]=2[N:27]=[CH:28][N:29]=1.CCN(C(C)C)C(C)C>>[CH:1]1([N:6]([CH2:19][C:20]#[CH:21])[C@@H:7]2[CH2:11][CH2:10][N:9]([C:12]3[C:25]4[CH:32]=[CH:31][NH:30][C:26]=4[N:27]=[CH:28][N:29]=3)[CH2:8]2)[CH2:2][CH2:3][CH2:4][CH2:5]1. Procedure: (R)-tert-butyl 3-(cyclopentyl(prop-2-ynyl)amino)pyrrolidine-1-carboxylate (80 mg, 0.27 mmol) was stirred with HCl (in MeOH, 6N, 1 mL) at ambient temperature for 2 h, and then concentrated under reduced pressure. The residue was dissolved in EtOH (3 mL) and treated with 4-chloro-7H-pyrrolo[2,3-d]pyrimidine (42 mg, 0.27 mmol) in the presence of DIPEA (53 mg, 0.41 mmol) at the refluxing temperature for overnight. The volatiles were removed and the residue was purified by preparative HPLC to give th... Reactants: FC1=C(COC=2C=3N(C=CC2)C(=C(N3)C)C(=O)O)C(=CC=C1)F (8-[(2,6-difluorobenzyl)oxy]-2-methylimidazo[1,2-a]pyridine-3-carboxylic acid), ClCCl (dichloromethane), CN(C)C=O (DMF), C(C(=O)Cl)(=O)Cl (oxalyl chloride). Reaction conditions: time 30 minute. Yields the product FC1=C(COC=2C=3N(C=CC2)C(=C(N3)C)C(=O)NCC3=C(C=CC=C3)C3OC(OC3)(C)C)C(=CC=C1)F (8-[(2,6-difluorobenzyl)oxy]-N-[2-(2,2-dimethyl-1,3-dioxolan-4-yl)benzyl]-2-methylimidazo[1,2-a]pyridine-3-carboxamide). As a reaction SMILES: [F:1][C:2]1[CH:22]=[CH:21][CH:20]=[C:19]([F:23])[C:3]=1[CH2:4][O:5][C:6]1[C:7]2[N:8]([C:12](C(O)=O)=[C:13]([CH3:15])[N:14]=2)[CH:9]=[CH:10][CH:11]=1.ClCCl.[C:27](Cl)(=[O:31])[C:28](Cl)=[O:29].[CH3:33][N:34]([CH:36]=[O:37])C>>[F:1][C:2]1[CH:22]=[CH:21][CH:20]=[C:19]([F:23])[C:3]=1[CH2:4][O:5][C:6]1[C:7]2[N:8]([C:12]([C:36]([NH:34][CH2:33][C:2]3[CH:22]=[CH:21][CH:20]=[CH:19][C:3]=3[CH:28]3[CH2:27][O:31][C:6]([CH3:7])([CH3:11])[O:29]3)=[O:37])=[C:13]([CH3:15])[N:14]=2)[CH:9]=[CH:10][CH:11]=1. Reported procedure: To a mixture of 200 mg of 8-[(2,6-difluorobenzyl)oxy]-2-methylimidazo[1,2-a]pyridine-3-carboxylic acid, 6 ml of dichloromethane, and one droplet of DMF was added 110 μl of oxalyl chloride under ice-cooling, followed by stirring at room temperature for 30 minutes. The reaction mixture was concentrated under reduced pressure, and to the obtained residue were added 10 ml of THF, 300 μl of diisopropylethylamine, and a solution of 170 mg of 1-[2-(2,2-dimethyl-1,3-dioxolan-4-yl)phenyl]methanamine in 5... Yields the product CC(C)(CO)C(O)CO. As a reaction SMILES: [Al+3:2].[CH2:16]1[O:17][CH2:18][CH2:19][CH2:20]1.[CH3:7][C:8]1([CH3:9])[CH2:10][O:11][C:12](=[O:13])[CH:14]1[OH:15].[H-:1].[H-:4].[H-:5].[H-:6].[Li+:3]>>[CH3:7][C:8]([CH3:9])([CH2:10][OH:11])[CH:14]([CH2:12][OH:13])[OH:15]. Starting materials: [Al+3], C1CCOC1, CC1(C)COC(=O)C1O, [H-], [H-], [H-], [H-], [Li+]. Reactants: COc1cc(C)c(Br)cc1OCc1ccccc1, [Li]CCCC, CCCCCC, CCOC(C)=O, CN(C)C=O, [Cl-], [NH4+], C1CCOC1. The product is COc1cc(C)c(C=O)cc1OCc1ccccc1. Reaction SMILES: [CH2:12]([c:13]1[cH:14][cH:15][cH:16][cH:17][cH:18]1)[O:19][c:20]1[cH:21][c:22]([Br:29])[c:23]([CH3:28])[cH:24][c:25]1[O:26][CH3:27].[CH2:7]([Li:8])[CH2:9][CH2:10][CH3:11].[CH3:1][CH2:2][CH2:3][CH2:4][CH2:5][CH3:6].[CH3:32][CH2:33][O:34][C:35](=[O:36])[CH3:37].[CH3:38][N:39]([CH3:40])[CH:41]=[O:42].[Cl-:30].[NH4+:31].[O:43]1[CH2:44][CH2:45][CH2:46][CH2:47]1>>[CH2:12]([c:13]1[cH:14][cH:15][cH:16][cH:17][cH:18]1)[O:19][c:20]1[cH:21][c:22]([CH:33]=[O:34])[c:23]([CH3:28])[cH:24][c:25]1[O:26][CH3:27].